From a dataset of the Open Reaction Database (ORD), a public repository of structured organic reaction records. describe an organic reaction: reactants, conditions, products, and yield RXN SMILES: [F:1][C:2]1[CH:7]=[CH:6][C:5]([N:8]2[C:16]3[C:11](=[CH:12][C:13]([O:17][C@@H:18]([C:22]4[CH:27]=[CH:26][CH:25]=[CH:24][CH:23]=4)[C@H:19]([NH2:21])[CH3:20])=[CH:14][CH:15]=3)[CH:10]=[N:9]2)=[CH:4][CH:3]=1.[CH3:28][O:29][CH2:30][C:31](Cl)=[O:32]>>[F:1][C:2]1[CH:3]=[CH:4][C:5]([N:8]2[C:16]3[C:11](=[CH:12][C:13]([O:17][C@H:18]([C:22]4[CH:23]=[CH:24][CH:25]=[CH:26][CH:27]=4)[C@@H:19]([NH:21][C:31](=[O:32])[CH2:30][O:29][CH3:28])[CH3:20])=[CH:14][CH:15]=3)[CH:10]=[N:9]2)=[CH:6][CH:7]=1. The reactants are FC1=CC=C(C=C1)N1N=CC2=CC(=CC=C12)O[C@H]([C@@H](C)N)C1=CC=CC=C1 ((1S,2R)-1-{[1-(4-fluorophenyl)-1H-indazol-5-yl]oxy}-1-phenylpropan-2-amine), COCC(=O)Cl (methoxyacetyl chloride). Product: FC1=CC=C(C=C1)N1N=CC2=CC(=CC=C12)O[C@@H]([C@H](C)NC(COC)=O)C1=CC=CC=C1 (N-[(1R,2S)-1-[1-(4-fluorophenyl)indazol-5-yl]oxy-1-phenyl-propan-2-yl]-2-methoxy-acetamide). Procedure details: Prepared as described in Example 1 using (1S,2R)-1-{[1-(4-fluorophenyl)-1H-indazol-5-yl]oxy}-1-phenylpropan-2-amine (1a, 18 mg, 50 μmol) and methoxyacetyl chloride (16 mg, 150 μmol). Yield 18 mg (86%). Starting materials: C1(O)=CC(O)=CC=C1 (resorcinol), C(C=C)Br (allyl bromide), C([O-])([O-])=O.[K+].[K+] (potassium carbonate). The solvent is CC(=O)C (acetone). Product: C(C=C)OC=1C=C(C=CC1)O (3-Allyloxyphenol). As a reaction SMILES: [C:1]1([CH:8]=[CH:7][CH:6]=[C:4]([OH:5])[CH:3]=1)[OH:2].[CH2:9](Br)[CH:10]=[CH2:11].C(=O)([O-])[O-].[K+].[K+]>CC(C)=O>[CH2:11]([O:2][C:1]1[CH:3]=[C:4]([OH:5])[CH:6]=[CH:7][CH:8]=1)[CH:10]=[CH2:9] |f:2.3.4|. Procedure: A solution of resorcinol (40 g, 0.4 mol) and allyl bromide (32 g, 0.26 mol) in acetone (500 ml) containing potassium carbonate (55 g, 0.4 mol) was heated, with stirring, under reflux for 10 hours. The mixture was filtered, and the filtrate was evaporated to dryness. The residue was purified by means of PrepPak 500/silica on a Waters Associates Prep LC/System 500 at 250 ml/min using hexane-ethyl acetate (8:1, v/v) as a liquid phase. 3-Allyloxyphenol was isolated as a colorless oil (20 g, 51% base... Starting materials: ClC1=NC=CC2=C(C=CC=C12)NC1CCN(CC1)C(=O)OC(C)(C)C (4-(1-chloro-5-isoquinolyl)amino-1-(tert-butoxycarbonyl)piperidine), Cl (hydrochloric acid), C(C)O (ethanol). The solvent is C(C)OCC (diethyl ether). Run at temperature 85 celsius. Yields the product Cl.OC1=NC=CC2=C(C=CC=C12)NC1CCNCC1 (4-(1-Hydroxy-5-isoquinolyl)aminopiperidine hydrochloride). RXN SMILES: [Cl:1][C:2]1[C:11]2[C:6](=[C:7]([NH:12][CH:13]3[CH2:18][CH2:17][N:16](C(OC(C)(C)C)=O)[CH2:15][CH2:14]3)[CH:8]=[CH:9][CH:10]=2)[CH:5]=[CH:4][N:3]=1.Cl.C([OH:29])C>C(OCC)C>[ClH:1].[OH:29][C:2]1[C:11]2[C:6](=[C:7]([NH:12][CH:13]3[CH2:18][CH2:17][NH:16][CH2:15][CH2:14]3)[CH:8]=[CH:9][CH:10]=2)[CH:5]=[CH:4][N:3]=1 |f:4.5|. Procedure details: Intermediate 84 (76.6 mg) was added with concentrated hydrochloric acid (1.5 ml) and stirred with heating at 85° C. for 7 hours. The reaction mixture was cooled to room temperature, and then the residue was added with ethanol (1 ml) and diethyl ether (2 ml). The deposited precipitates were collected by filtration and washed with diethyl ether to obtain the title compound (55.5 mg) as white powdery solid. The reactants are O (Water), S1C=NC2=C1C=C(C=C2)N (benzothiazol-6-ylamine), BrBr (bromine). The solvent is C(C)(=O)O (acetic acid), C(C)(=O)O (acetic acid). Reaction conditions: time 1 hour. Yields the product BrC1=C(C=CC=2N=CSC21)N (7-bromo-benzothiazol-6-ylamine). Yield: 67.0%. RXN SMILES: [S:1]1[C:5]2[CH:6]=[C:7]([NH2:10])[CH:8]=[CH:9][C:4]=2[N:3]=[CH:2]1.[Br:11]Br.O>C(O)(=O)C>[Br:11][C:6]1[C:5]2[S:1][CH:2]=[N:3][C:4]=2[CH:9]=[CH:8][C:7]=1[NH2:10]. Procedure details: To a solution of benzothiazol-6-ylamine (6.4 g, 42.6 mmol) in glacial acetic acid (40 mL) was added bromine (2.18 mL) in glacial acetic acid (10 mL) dropwise. The reaction mixture was stirred at RT for 1 h. Water (160 mL) was added to the reaction mixture and the solid formed was extracted with ethyl acetate (3×40 mL). The combined organic fractions were washed with saturated aqueous sodium bicarbonate solution (200 mL), water (100 mL), and brine (20 mL), dried over anhydrous sodium sulfate, and... Starting materials: C(C)(=O)OCC (Ethyl acetate), FCC1(OC2=C(C(=C1)C(OC)=S)C=C(C=C2)C(F)(F)F)CF (O-methyl 2,2-bis(fluoromethyl)-6-trifluoromethyl-2H-1-benzopyran-4-carbothioate), C1CCC2=NCCCN2CC1 (DBU), NCCC#N (3-aminopropionitrile). Run in O1CCCC1 (tetrahydrofuran). Conditions: time 7 hour. Product: C(#N)CCNC(=S)C1=CC(OC2=C1C=C(C=C2)C(F)(F)F)(CF)CF (N-(2-Cyanoethyl)-2,2-bis(fluoromethyl)-6-trifluoromethyl-2H-1-benzopyran-4-carbothioamide). Yield: 1334.9%. RXN SMILES: [F:1][CH2:2][C:3]1([CH2:21][F:22])[CH:8]=[C:7]([C:9](=[S:12])OC)[C:6]2[CH:13]=[C:14]([C:17]([F:20])([F:19])[F:18])[CH:15]=[CH:16][C:5]=2[O:4]1.C1CC[N:31]2C(=[N:27][CH2:28][CH2:29][CH2:30]2)CC1.NCCC#N.C(OCC)(=O)C>O1CCCC1>[C:28]([CH2:29][CH2:30][NH:31][C:9]([C:7]1[C:6]2[CH:13]=[C:14]([C:17]([F:20])([F:19])[F:18])[CH:15]=[CH:16][C:5]=2[O:4][C:3]([CH2:21][F:22])([CH2:2][F:1])[CH:8]=1)=[S:12])#[N:27]. Procedure details: O-methyl 2,2-bis(fluoromethyl)-6-trifluoromethyl-2H-1-benzopyran-4-carbothioate (0.34 g) and DBU (10 mg) were dissolved in tetrahydrofuran (5 ml); to the solution, 3-aminopropionitrile (0.2 ml) was added at room temperature in a nitrogen atmosphere and the resulting mixture was stirred for 7 hours at room temperature. Ethyl acetate was added to the reaction mixture, which was washed with water, dilute HCl, aqueous sodium bicarbonate and a saturated aqueous solution of sodium chloride. The mixtur... The reactants are Brc1cnc(OC2CN3CCC2CC3)nc1, CC(C)(C)OC(=O)Nc1ccc(B2OC(C)(C)C(C)(C)O2)cc1[N+](=O)[O-], C1COCCO1, CN(C)C=O, O=C(C=Cc1ccccc1)C=Cc1ccccc1, O=C(C=Cc1ccccc1)C=Cc1ccccc1, O=C(C=Cc1ccccc1)C=Cc1ccccc1, [Pd], [Pd]. Product: CC(C)(C)OC(=O)Nc1ccc(-c2cnc(OC3CN4CCC3CC4)nc2)cc1[N+](=O)[O-]. Reaction SMILES: [Br:1][c:2]1[cH:3][n:4][c:5]([O:8][CH:9]2[CH2:10][N:11]3[CH2:12][CH2:13][CH:14]2[CH2:15][CH2:16]3)[n:6][cH:7]1.[C:17]([CH3:18])([CH3:19])([CH3:20])[O:21][C:22]([NH:23][c:24]1[c:25]([N+:39](=[O:40])[O-:41])[cH:26][c:27]([B:30]2[O:31][C:32]([CH3:33])([CH3:34])[C:35]([CH3:36])([CH3:37])[O:38]2)[cH:28][cH:29]1)=[O:42].[O:43]1[CH2:44][CH2:45][O:46][CH2:47][CH2:48]1.[O:49]=[CH:50][N:51]([CH3:52])[CH3:53].[O:56]=[C:57]([CH:58]=[CH:59][c:60]1[cH:61][cH:62][cH:63][cH:64][cH:65]1)[CH:66]=[CH:67][c:68]1[cH:69][cH:70][cH:71][cH:72][cH:73]1.[O:74]=[C:75]([CH:76]=[CH:77][c:78]1[cH:79][cH:80][cH:81][cH:82][cH:83]1)[CH:84]=[CH:85][c:86]1[cH:87][cH:88][cH:89][cH:90][cH:91]1.[O:92]=[C:93]([CH:94]=[CH:95][c:96]1[cH:97][cH:98][cH:99][cH:100][cH:101]1)[CH:102]=[CH:103][c:104]1[cH:105][cH:106][cH:107][cH:108][cH:109]1.[Pd:54].[Pd:55]>>[c:2]1(-[c:27]2[cH:26][c:25]([N+:39](=[O:40])[O-:41])[c:24]([NH:23][C:22]([O:21][C:17]([CH3:18])([CH3:19])[CH3:20])=[O:42])[cH:29][cH:28]2)[cH:3][n:4][c:5]([O:8][CH:9]2[CH2:10][N:11]3[CH2:12][CH2:13][CH:14]2[CH2:15][CH2:16]3)[n:6][cH:7]1. Reactants: B, C=C1CC(C(=O)OC(C)(C)C)N(C(=O)OC(C)(C)C)C1, CC=C(C)C, [Na+], C1CCOC1, C1CCOC1, [OH-], O, OO. Yields the product CC(C)(C)OC(=O)C1CC(CO)CN1C(=O)OC(C)(C)C. As a reaction SMILES: [BH3:11].[C:12]([CH3:13])([CH3:14])([CH3:15])[O:16][C:17](=[O:18])[N:19]1[CH:20]([C:25](=[O:26])[O:27][C:28]([CH3:29])([CH3:30])[CH3:31])[CH2:21][C:22](=[CH2:24])[CH2:23]1.[CH3:1][C:2](=[CH:3][CH3:4])[CH3:5].[Na+:33].[O:36]1[CH2:37][CH2:38][CH2:39][CH2:40]1.[O:6]1[CH2:7][CH2:8][CH2:9][CH2:10]1.[OH-:32].[OH2:41].[OH:34][OH:35]>>[OH:6][CH2:24][CH:22]1[CH2:21][CH:20]([C:25](=[O:26])[O:27][C:28]([CH3:29])([CH3:30])[CH3:31])[N:19]([C:17]([O:16][C:12]([CH3:13])([CH3:14])[CH3:15])=[O:18])[CH2:23]1. Starting materials: C(CC)(=S)N (thiopropionamide), ClC(C(=O)OCC)C=O (ethyl 2-chloro-3-oxo-propionate). The solvent is C(C)O (ethanol), C(C)O (ethanol). Run at time 8 hour. The product is C(C)C=1SC(=CN1)C(=O)O (2-Ethyl-5-thiazolecarboxylic acid). Reaction SMILES: [C:1]([NH2:5])(=[S:4])[CH2:2][CH3:3].Cl[CH:7]([CH:13]=O)[C:8]([O:10]CC)=[O:9]>C(O)C>[CH2:2]([C:1]1[S:4][C:7]([C:8]([OH:10])=[O:9])=[CH:13][N:5]=1)[CH3:3]. Reported procedure: a solution of 26 gm of thiopropionamide in 100 cc of ethanol is mixed with a solution of 36.5 gm of ethyl 2-chloro-3-oxo-propionate in 50 cc of ethanol. The reaction mixture is left in contact overnight, then the alcohol is evaporated off. The residue is dissolved in ether, the ethereal phase is washed with an aqueous 20% sodium carbonate solution, then with water. The oil obtained is distilled and the fraction coming off at 80° C. to 90° C. under a pressure of 0.5 mm is recovered. This fraction... Reactants: CS(=O)(=O)C=1C=C(C=CC1)N (3-methanesulphonyl-phenylamine), N(=O)[O-].[Na+] (NaNO2), Cl.NN (hydrazine hydrochloride), solution, [OH-].[Na+] (NaOH), diazonium salt, stannous chloride. Run in Cl (HCl), O (H2O), Cl (HCl), Cl (HCl). The product is CS(=O)(=O)C=1C=C(C=CC1)NN ((3-methanesulfonyl-phenyl)-hydrazine). Reaction SMILES: [CH3:1][S:2]([C:5]1[CH:6]=[C:7]([NH2:11])[CH:8]=[CH:9][CH:10]=1)(=[O:4])=[O:3].[N:12]([O-])=O.[Na+].Cl.NN.[OH-].[Na+]>Cl.O>[CH3:1][S:2]([C:5]1[CH:6]=[C:7]([NH:11][NH2:12])[CH:8]=[CH:9][CH:10]=1)(=[O:3])=[O:4] |f:1.2,3.4,5.6|. Reported procedure: To a solution of 3-methanesulphonyl-phenylamine (2.5 g) in 6 mL HCl was added a solution of NaNO2 in 5 mL of H2O at −5° to 0° C. After stirring for 30 min the resulted diazonium salt was poured into a cold solution (−10° to −15° C.) of stannous chloride in 6 ml HCl. The mixture of resulted hydrazine hydrochloride in HCl was stored in the refrigerator overnight. The solution was basified to pH 10, by addition of a 6N solution of NaOH, and extracted with THF. The organic layer was washed, dried ov...